From a dataset of the Open Reaction Database (ORD), a public repository of structured organic reaction records. describe an organic reaction: reactants, conditions, products, and yield Starting materials: B (borane), CO (methanol), C1(CCCC1)CC(=O)NC1=CC=C(C=C1)NC(=O)N1CC2=CC=C(C=C2C1)C(=O)O (2-(4-(2-cyclopentylacetamido)phenylcarbamoyl)isoindoline-5-carboxylic acid). Reagents/catalysts: Cl.O1CCOCC1 (HCl dioxane). Solvent: O1CCCC1 (tetrahydrofuran), O1CCCC1 (tetrahydrofuran). Reaction conditions: temperature 60 celsius, time 2 hour. Yields the product C1(CCCC1)CCNC1=CC=C(C=C1)NC(=O)N1CC2=CC=C(C=C2C1)CO (N-{4-[(2-cyclopentylethyl)amino]phenyl}-5-(hydroxymethyl)-1,3-dihydro-2H-isoindole-2-carboxamide). RXN SMILES: [CH:1]1([CH2:6][C:7]([NH:9][C:10]2[CH:15]=[CH:14][C:13]([NH:16][C:17]([N:19]3[CH2:27][C:26]4[C:21](=[CH:22][CH:23]=[C:24]([C:28](O)=[O:29])[CH:25]=4)[CH2:20]3)=[O:18])=[CH:12][CH:11]=2)=O)[CH2:5][CH2:4][CH2:3][CH2:2]1.B.CO>O1CCCC1.Cl.O1CCOCC1>[CH:1]1([CH2:6][CH2:7][NH:9][C:10]2[CH:11]=[CH:12][C:13]([NH:16][C:17]([N:19]3[CH2:27][C:26]4[C:21](=[CH:22][CH:23]=[C:24]([CH2:28][OH:29])[CH:25]=4)[CH2:20]3)=[O:18])=[CH:14][CH:15]=2)[CH2:5][CH2:4][CH2:3][CH2:2]1 |f:4.5|. Reported procedure: To a stirring suspension of 2-(4-(2-cyclopentylacetamido)phenylcarbamoyl)isoindoline-5-carboxylic acid (18 mg, 0.044 mmol) in tetrahydrofuran was added 1M borane in tetrahydrofuran (0.18 mL, 0.18 mml) dropwise. The mixture was heated at 60° C. for 1 hour. The reaction was cooled to room temperature and treated with several drops of 4M HCl-dioxane and methanol and then the clear solution was stirred at room temperature for 2 hours. The reaction was concentrated and purified by reverse-phase HPLC ... The reactants are ClC1=NC(=NC(=C1[N+](=O)[O-])Cl)C (4,6-dichloro-2-methyl-5-nitropyrimidine), solution. The reagents and catalysts are [Ni] (Ni). Solvent: C1(=CC=CC=C1)C (toluene). The product is ClC1=NC(=NC(=C1N)Cl)C (4,6-dichloro-2-methyl-5-aminopyrimidine). Reaction SMILES: [Cl:1][C:2]1[C:7]([N+:8]([O-])=O)=[C:6]([Cl:11])[N:5]=[C:4]([CH3:12])[N:3]=1>C1(C)C=CC=CC=1.[Ni]>[Cl:1][C:2]1[C:7]([NH2:8])=[C:6]([Cl:11])[N:5]=[C:4]([CH3:12])[N:3]=1. Procedure: The third intermediate, 4,6-dichloro-2-methyl-5-nitropyrimidine is hydrogenated over Raney-Ni as a 10% to 30% solution in toluene to afford the corresponding compound, 4,6-dichloro-2-methyl-5-aminopyrimidine, as a fourth intermediate.